The task is: describe an organic reaction: reactants, conditions, products, and yield. This data is from the Open Reaction Database (ORD), a public repository of structured organic reaction records. The reactants are ClC1=CC=C(C=C1)C1=NC2=C(N1C(CO)C1CC1)C=C(C(=C2)F)F (2-[2-(4-Chloro-phenyl)-5,6-difluoro-benzoimidazol-1-yl]-2-cyclopropyl-ethanol), CC=1C=C(C#N)C=C(C1O)C (3,5-dimethyl-4-hydroxybenzonitrile), N′N′N′N-tetramethylazodicarboxamide. Yields the product ClC1=CC=C(C=C1)C1=NC2=C(N1C(COC1=C(C=C(C#N)C=C1C)C)C1CC1)C=C(C(=C2)F)F (4-{2-[2-(4-Chloro-phenyl)-5,6-difluoro-benzoimidazol-1-yl]-2-cyclopropyl-ethoxy}-3,5-dimethyl-benzonitrile). Reaction SMILES: [Cl:1][C:2]1[CH:7]=[CH:6][C:5]([C:8]2[N:12]([CH:13]([CH:16]3[CH2:18][CH2:17]3)[CH2:14][OH:15])[C:11]3[CH:19]=[C:20]([F:24])[C:21]([F:23])=[CH:22][C:10]=3[N:9]=2)=[CH:4][CH:3]=1.[CH3:25][C:26]1[CH:27]=[C:28]([CH:31]=[C:32]([CH3:35])[C:33]=1O)[C:29]#[N:30]>>[Cl:1][C:2]1[CH:7]=[CH:6][C:5]([C:8]2[N:12]([CH:13]([CH:16]3[CH2:18][CH2:17]3)[CH2:14][O:15][C:33]3[C:32]([CH3:35])=[CH:31][C:28]([C:29]#[N:30])=[CH:27][C:26]=3[CH3:25])[C:11]3[CH:19]=[C:20]([F:24])[C:21]([F:23])=[CH:22][C:10]=3[N:9]=2)=[CH:4][CH:3]=1. Reported procedure: The title compound was prepared from 2-[2-(4-Chloro-phenyl)-5,6-difluoro-benzoimidazol-1-yl]-2-cyclopropyl-ethanol, 3,5-dimethyl-4-hydroxybenzonitrile (commercially available), tri-n-butylposphine and N′N′N′N-tetramethylazodicarboxamide. The compound was purified by silica gel chromatography using a MPLC system (CombiFlash Companion, Isco Inc.) eluting with a gradient of heptane:ethyl acetate (100:0 to 60:40). The so-obtained solid was again chromatographed on a preparative HPLC system using a P... The reactants are [N+](=O)([O-])C1=CC=CC=C1 (nitrobenzene), NC1=CC=CC=2C(C3=CC=CC=C3C(C12)=O)=O (1-aminoanthraquinone), [N+](=O)([O-])C1=CC=CC=C1 (nitrobenzene), [OH-].[K+] (potassium hydroxide), COS(OC)(=O)=O (dimethylsulfuric acid). The reagents and catalysts are [Br-].C(CCC)[N+](CCCC)(CCCC)CCCC (tetra-n-butyl ammonium bromide), C(C)(=O)O (acetic acid). Solvent: O (water). Reaction conditions: temperature 30 celsius. The product is CNC1=CC=CC=2C(C3=CC=CC=C3C(C12)=O)=O (1-methylaminoanthraquinone). Yield: 99.5%. RXN SMILES: [NH2:1][C:2]1[C:15]2[C:14](=[O:16])[C:13]3[C:8](=[CH:9][CH:10]=[CH:11][CH:12]=3)[C:7](=[O:17])[C:6]=2[CH:5]=[CH:4][CH:3]=1.[N+]([C:21]1C=CC=CC=1)([O-])=O.[OH-].[K+].COS(=O)(=O)OC>[Br-].C([N+](CCCC)(CCCC)CCCC)CCC.C(O)(=O)C.O>[CH3:21][NH:1][C:2]1[C:15]2[C:14](=[O:16])[C:13]3[C:8](=[CH:9][CH:10]=[CH:11][CH:12]=3)[C:7](=[O:17])[C:6]=2[CH:5]=[CH:4][CH:3]=1 |f:2.3,5.6|. Procedure details: A mixture of 1-aminoanthraquinone (purity 99.6%, 22.4 g), nitrobenzene (224 g), 96% potassium hydroxide (11.7 g), tetra-n-butyl ammonium bromide (1.7 g) and dimethylsulfuric acid (25 g) was stirred, while being maintained at 30° C. for 24 hours. Then, after water (150 g) was added, the solution was stirred for one hour while being maintained at 50° C. The aqueous phase had pH of 10 or higher. After acetic acid (0.5 g) was added for neutralization until pH of the aqueous phase was 7, nitrobenzene... Reactants: CC(C)(C)OC(=O)NC(Cc1ccccc1)C1CO1, C=CCOC1CC(N)c2cc(OC(C)C)ccc21, CC#N, [O-][Cl+3]([O-])([O-])[O-], COc1ccc2c(c1)C(NC(=O)C(F)(F)F)CC2=O, [Li+]. Product: C=CCOC1CC(NCC(O)C(Cc2ccccc2)NC(=O)OC(C)(C)C)c2cc(OC(C)C)ccc21. As a reaction SMILES: [C:38]([CH3:39])([CH3:40])([CH3:41])[O:42][C:43]([NH:44][CH:45]([CH2:46][c:47]1[cH:48][cH:49][cH:50][cH:51][cH:52]1)[CH:53]1[O:54][CH2:55]1)=[O:56].[CH2:20]([CH:21]=[CH2:22])[O:23][CH:24]1[CH2:25][CH:26]([NH2:37])[c:27]2[cH:28][c:29]([O:33][CH:34]([CH3:35])[CH3:36])[cH:30][cH:31][c:32]21.[CH3:63][C:64]#[N:65].[Cl+3:57]([O-:58])([O-:59])([O-:60])[O-:61].[F:1][C:2]([F:3])([F:4])[C:5]([NH:6][CH:7]1[c:8]2[c:9]([cH:10][cH:11][c:12]([O:13][CH3:14])[cH:15]2)[C:16](=[O:17])[CH2:18]1)=[O:19].[Li+:62]>>[CH2:20]([CH:21]=[CH2:22])[O:23][CH:24]1[CH2:25][CH:26]([NH:37][CH2:55][CH:53]([CH:45]([NH:44][C:43]([O:42][C:38]([CH3:39])([CH3:40])[CH3:41])=[O:56])[CH2:46][c:47]2[cH:48][cH:49][cH:50][cH:51][cH:52]2)[OH:54])[c:27]2[cH:28][c:29]([O:33][CH:34]([CH3:35])[CH3:36])[cH:30][cH:31][c:32]21.